From a dataset of the Open Reaction Database (ORD), a public repository of structured organic reaction records. describe an organic reaction: reactants, conditions, products, and yield Reactants: CCCCCC (Hexane), COC(=O)N[C@H](C(=O)N1[C@@H](CCC1)C(=O)NC(C(C)C)C(C(F)(F)F)=O)C(C)C ((S)-1-[(S)-2-(methoxycarbonylamino)-3-methylbutyryl]-N-[2-methyl-1-(2,2,2-trifluoroacetyl)propyl]pyrrolidine-2-carboxamide). Solvent: COC(C)(C)C (tert-butyl methyl ether). Yields the product COC(=O)N[C@H](C(=O)N1[C@@H](CCC1)C(=O)N[C@@H](C(C)C)C(C(F)(F)F)=O)C(C)C ((S)-1-[(S)-2-(methoxycarbonylamino)-3-methylbutyryl]-N-[(S)-2-methyl-1-(2,2,2-trifluoroacetyl)propyl]-pyrrolidine-2-carboxamide). Yield: 30.0%. As a reaction SMILES: CCCCCC.[CH3:7][O:8][C:9]([NH:11][C@@H:12]([CH:33]([CH3:35])[CH3:34])[C:13]([N:15]1[CH2:19][CH2:18][CH2:17][C@H:16]1[C:20]([NH:22][CH:23]([C:27](=[O:32])[C:28]([F:31])([F:30])[F:29])[CH:24]([CH3:26])[CH3:25])=[O:21])=[O:14])=[O:10]>COC(C)(C)C>[CH3:7][O:8][C:9]([NH:11][C@@H:12]([CH:33]([CH3:35])[CH3:34])[C:13]([N:15]1[CH2:19][CH2:18][CH2:17][C@H:16]1[C:20]([NH:22][C@H:23]([C:27](=[O:32])[C:28]([F:31])([F:30])[F:29])[CH:24]([CH3:26])[CH3:25])=[O:21])=[O:14])=[O:10]. Procedure: Hexane (13 ml) was added to a solution of (S)-1-[(S)-2-(methoxycarbonylamino)-3-methylbutyryl]-N-[2-methyl-1-(2,2,2-trifluoroacetyl)propyl]pyrrolidine-2-carboxamide (0.85 g; SSS:SSR 53:47; hydrate:ketone 1:1) in tert-butyl methyl ether (8.5 ml) until cloudiness persisted. The solution was then warmed to give a clear solution, seeded with substantially pure crystalline SSS diastereoisomer and allowed to stand. A white solid crystallised which was collected by filtration to give (S)-1-[(S)-2-(meth... Reactants: C(\C=C(/C)\CCC=C(C)C)C(C(=O)O)C\C=C(/C)\CCC=C(C)C (Digeranylacetic acid), C1=CC(=CC=C1[N+](=O)[O-])O (p-nitrophenol), C1(CCCCC1)N=C=NC1CCCCC1 (N,N'-dicyclohexylcarbodiimide). Solvent: C(C)#N.C(C)(=O)OCC (acetonitrile ethyl acetate). Reaction conditions: temperature 0 celsius, time 15 hour. Yields the product [N+](=O)([O-])C1=CC=C(C=C1)OC(C(C\C=C(/C)\CCC=C(C)C)C\C=C(/C)\CCC=C(C)C)=O (digeranyl acetic acid p-nitrophenyl ester). RXN SMILES: [CH2:1]([CH:11]([CH2:15]/[CH:16]=[C:17](/[CH2:19][CH2:20][CH:21]=[C:22]([CH3:24])[CH3:23])\[CH3:18])[C:12]([OH:14])=[O:13])/[CH:2]=[C:3](/[CH2:5][CH2:6][CH:7]=[C:8]([CH3:10])[CH3:9])\[CH3:4].[CH:25]1[C:30]([N+:31]([O-:33])=[O:32])=[CH:29][CH:28]=[C:27](O)[CH:26]=1.C1(N=C=NC2CCCCC2)CCCCC1>C(#N)C.C(OCC)(=O)C>[N+:31]([C:30]1[CH:25]=[CH:26][C:27]([O:13][C:12](=[O:14])[CH:11]([CH2:15]/[CH:16]=[C:17](/[CH2:19][CH2:20][CH:21]=[C:22]([CH3:24])[CH3:23])\[CH3:18])[CH2:1]/[CH:2]=[C:3](/[CH2:5][CH2:6][CH:7]=[C:8]([CH3:10])[CH3:9])\[CH3:4])=[CH:28][CH:29]=1)([O-:33])=[O:32] |f:3.4|. Reported procedure: Digeranylacetic acid (300 mg, 0.9 m mol) and p-nitrophenol (139 mg, 1 m mol) were dissolved in acetonitrile-ethyl acetate (1:1) (10 ml), and under ice-cooling, N,N'-dicyclohexylcarbodiimide (227 mg, 1.1 m mols) was added. The mixture was stirred at 0° C. for 3 hours and at room temperature for 15 hours. The crystalline precipitate was removed and the solvent was distilled off under reduced pressure, whereby digeranyl acetic acid p-nitrophenyl ester was obtained. The reactants are C(C)(C)(C)OC(=O)C1N(CCC1)C(C(C)NC(C1=CC(=C(C(=C1)C)OC)C)=O)=O (1-[2-(4-methoxy-3,5-dimethyl-benzoylamino)-propionyl]-pyrrolidine-2-carboxylic acid tert-butyl ester), syn-(2-ethoxy-5-oxo-tetrahydro-furan-3-yl)-carbamic acid allyl ester, O=C1CC(C(O1)OCCC1=CC=CC=C1)NC(=O)C1N(CCC1)C(C(C)NC(C1=CC(=C(C=C1)N)Cl)=O)=O (1-[2-(4-Amino-3-chloro-benzoylamino)-propionyl]-pyrrolidine-2-carboxylic acid (5-oxo-2-phenethyloxy-tetrahydro-furan-3-yl)-amide). Product: C(C)OC1OC(CC1NC(=O)C1N(CCC1)C(C(C)NC(C1=CC(=C(C(=C1)C)OC)C)=O)=O)=O (1-[2-(4-Methoxy-3,5-dimethyl-benzoylamino)-propionyl]-pyrrolidine-2-carboxylic acid (2-ethoxy-5-oxo-tetrahydro-furan-3-yl)-amide). Yield: 81.0%. As a reaction SMILES: C(OC([CH:8]1[CH2:12][CH2:11][CH2:10][N:9]1[C:13](=[O:29])[CH:14]([NH:16][C:17](=[O:28])[C:18]1[CH:23]=[C:22]([CH3:24])[C:21]([O:25][CH3:26])=[C:20]([CH3:27])[CH:19]=1)[CH3:15])=O)(C)(C)C.[O:30]=[C:31]1[O:35][CH:34]([O:36][CH2:37][CH2:38]C2C=CC=CC=2)[CH:33]([NH:45][C:46](C2CCCN2C(=O)C(NC(=O)C2C=CC(N)=C(Cl)C=2)C)=[O:47])[CH2:32]1>>[CH2:37]([O:36][CH:34]1[CH:33]([NH:45][C:46]([CH:8]2[CH2:12][CH2:11][CH2:10][N:9]2[C:13](=[O:29])[CH:14]([NH:16][C:17](=[O:28])[C:18]2[CH:19]=[C:20]([CH3:27])[C:21]([O:25][CH3:26])=[C:22]([CH3:24])[CH:23]=2)[CH3:15])=[O:47])[CH2:32][C:31](=[O:30])[O:35]1)[CH3:38]. Procedure details: Prepared from 1-[2-(4-methoxy-3,5-dimethyl-benzoylamino)-propionyl]-pyrrolidine-2-carboxylic acid tert-butyl ester and syn-(2-ethoxy-5-oxo-tetrahydro-furan-3-yl)-carbamic acid allyl ester according to the procedure used to prepare 98a to afford 174 mg (81% yield) of the title compound. 1H-NMR (500 MHz, CDCl3): δ 1.04 (t, 0.45H), 1.27 (t, 2.55H), 1.34-1.45 (m, 3H), 1.95-2.45 (m, 10H), 2.78-2.84 (m, H), 3.60-3.90 (m, 8H), 4.50-4.70 (m, 2H), 4.90-4.94 (m, H), 5.45 (d, 0.85H), 5.61 (d, 0.15H), 6.99 ... Reactants: ClC=1C=C(C=CC1OC)C1(CC1)C(=O)NC1=CC=C(C(=N1)C=1C=NC(=C(C1)C)OC)C (1-(3-chloro-4-methoxyphenyl)-N-(6′-methoxy-3,5′-dimethyl-2,3′-bipyridin-6-yl)cyclopropanecarboxamide), [Si](C)(C)(C)I (TMS-Iodide). The solvent is ClCCl (dichloromethane), C(C)#N (acetonitrile). Reaction conditions: temperature 50 celsius, time 20 minute. Yields the product ClC=1C=C(C=CC1OC)C1(CC1)C(=O)NC1=NC(=C(C=C1)C)C1=CNC(C(=C1)C)=O (1-(3-Chloro-4-methoxyphenyl)-N-(5-methyl-6-(5-methyl-6-oxo-1,6-dihydropyridin-3-yl)pyridin-2-yl)cyclopropanecarboxamide). RXN SMILES: [Cl:1][C:2]1[CH:3]=[C:4]([C:10]2([C:13]([NH:15][C:16]3[N:21]=[C:20]([C:22]4[CH:23]=[N:24][C:25]([O:29]C)=[C:26]([CH3:28])[CH:27]=4)[C:19]([CH3:31])=[CH:18][CH:17]=3)=[O:14])[CH2:12][CH2:11]2)[CH:5]=[CH:6][C:7]=1[O:8][CH3:9].[Si](I)(C)(C)C>C(#N)C.ClCCl>[Cl:1][C:2]1[CH:3]=[C:4]([C:10]2([C:13]([NH:15][C:16]3[CH:17]=[CH:18][C:19]([CH3:31])=[C:20]([C:22]4[CH:27]=[C:26]([CH3:28])[C:25](=[O:29])[NH:24][CH:23]=4)[N:21]=3)=[O:14])[CH2:12][CH2:11]2)[CH:5]=[CH:6][C:7]=1[O:8][CH3:9]. Procedure: To a solution of 1-(3-chloro-4-methoxyphenyl)-N-(6′-methoxy-3,5′-dimethyl-2,3′-bipyridin-6-yl)cyclopropanecarboxamide (44 mg, 0.10 mmol) in acetonitrile (2 mL) was added TMS-Iodide (57.2 μL, 0.40 mmol). The reaction was stirred at 50° C. for 20 min. The reaction solution was diluted with dichloromethane and washed with saturated NaHSO3 (2×), brine, dried over MgSO4 and concentrated. The crude product was dissolved in DMSO (1 mL) and purified by reverse phase HPLC (10-99% CH3CN in water). ESI-MS ... Starting materials: B(O)(O)C1=C(O[C@H](C(=O)O)C)C=CC(=C1)C(F)(F)F (2-[2-Borono-4-(trifluoromethyl)phenoxy]-(2S)-propanoic acid), BrC=1C=C(C#N)C=CC1 (3-bromobenzonitrile). The product is C(#N)C=1C=C(C=CC1)C1=C(C=CC(=C1)C(F)(F)F)O[C@H](C(=O)O)C (2-[[3′-Cyano-5-(trifluoromethyl)[1,1′-biphenyl]-2-yl]oxy]-(2S)-propanoic acid). Reaction SMILES: B([C:4]1[CH:15]=[C:14]([C:16]([F:19])([F:18])[F:17])[CH:13]=[CH:12][C:5]=1[O:6][C@@H:7]([CH3:11])[C:8]([OH:10])=[O:9])(O)O.Br[C:21]1[CH:22]=[C:23]([CH:26]=[CH:27][CH:28]=1)[C:24]#[N:25]>>[C:24]([C:23]1[CH:22]=[C:21]([C:4]2[CH:15]=[C:14]([C:16]([F:19])([F:18])[F:17])[CH:13]=[CH:12][C:5]=2[O:6][C@@H:7]([CH3:11])[C:8]([OH:10])=[O:9])[CH:28]=[CH:27][CH:26]=1)#[N:25]. Procedure: The title compound was prepared by the method of example 144 step (i) using the product from step (iv) and 3-bromobenzonitrile. Reactants: [BH4-].[Na+] (Sodium borohydride), O=C1CCC2=CC(=CC=C12)C1=C(C#N)C=CC=C1 (2-(1-oxo-indan-5-yl)-benzonitrile). Run in CO (methanol). Reaction conditions: time 3 hour. Yields the product OC1CCC2=CC(=CC=C12)C1=C(C#N)C=CC=C1 (2-(1-Hydroxy-indan-5-yl)-benzonitrile). Isolated yield 90.6%. RXN SMILES: [BH4-].[Na+].[O:3]=[C:4]1[C:12]2[C:7](=[CH:8][C:9]([C:13]3[CH:20]=[CH:19][CH:18]=[CH:17][C:14]=3[C:15]#[N:16])=[CH:10][CH:11]=2)[CH2:6][CH2:5]1>CO>[OH:3][CH:4]1[C:12]2[C:7](=[CH:8][C:9]([C:13]3[CH:20]=[CH:19][CH:18]=[CH:17][C:14]=3[C:15]#[N:16])=[CH:10][CH:11]=2)[CH2:6][CH2:5]1 |f:0.1|. Reported procedure: Sodium borohydride (1.03 grams, 27 mmol) was added to a mixture of 2-(1-oxo-indan-5-yl)-benzonitrile (3.2 grams, 13.6 mmol) in methanol (MeOH) (130 mL) at ) 0° C. The reaction mixture was allowed to warm to room temperature and was stirred for 3 hours. After cooling to 0° C., the reaction mixture was quenched with saturated aqueous ammonium chloride (NH4Cl) (25 mL). EtOAc (500 mL) was added and the organic layer was separated and washed with saturated aqueous NaCl (3×100 mL), dried (Na2SO4) and ... The reactants are BrC(C)C1=CC(=C(S1)SC1=C(C=C(C=C1)Cl)Cl)[N+](=O)[O-] (5-(1-bromoethyl)-2-(2,4-dichlorophenyl)sulfanyl-3-nitro-thiophene), CNC (dimethylamine). The product is ClC1=C(C=CC(=C1)Cl)SC1=C(C=C(S1)C(C)N(C)C)[N+](=O)[O-] (1-[5-(2,4-dichlorophenyl)sulfanyl-4-nitro-2-thienyl]-N,N-dimethyl-ethanamine), solid. Yield: 16.0%. Reaction SMILES: Br[CH:2]([C:4]1[S:8][C:7]([S:9][C:10]2[CH:15]=[CH:14][C:13]([Cl:16])=[CH:12][C:11]=2[Cl:17])=[C:6]([N+:18]([O-:20])=[O:19])[CH:5]=1)[CH3:3].[CH3:21][NH:22][CH3:23]>>[Cl:17][C:11]1[CH:12]=[C:13]([Cl:16])[CH:14]=[CH:15][C:10]=1[S:9][C:7]1[S:8][C:4]([CH:2]([N:22]([CH3:23])[CH3:21])[CH3:3])=[CH:5][C:6]=1[N+:18]([O-:20])=[O:19]. Procedure details: Prepared according to the procedure described for example 28 from 5-(1-bromoethyl)-2-(2,4-dichlorophenyl)sulfanyl-3-nitro-thiophene (0.1 g, 0.25 mmol) and dimethylamine (0.19 mL, 0.8 mmol). The title compound was obtained as a solid (15 mg, 16% yield). 1H NMR (400 MHz, MeOD) δ: 7.92 (1H, m), 7.88 (1H, m), 7.85 (1H, m) 7.58 (1H, m), 4.74 (1H, q), 2.81 (3H, m), 2.78 (3H, m), 1.67 (3H, d). MS m/z: 376.9 [M+H]+. Starting materials: CCOC(=O)CP(=O)(OCC)OCC, CO, O=C1CC2(CCC2)Oc2ccc(Cl)cc21, [H-], [Na+], C1CCOC1, O. Product: CCOC(=O)C=C1CC2(CCC2)Oc2ccc(Cl)cc21. As a reaction SMILES: [CH3:1][CH2:2][O:3][C:4](=[O:5])[CH2:6][P:7]([O:8][CH2:9][CH3:10])([O:11][CH2:12][CH3:13])=[O:14].[CH3:37][OH:38].[Cl:17][c:18]1[cH:19][c:20]2[c:25]([cH:26][cH:27]1)[O:24][C:23]1([CH2:22][C:21]2=[O:31])[CH2:28][CH2:29][CH2:30]1.[H-:15].[Na+:16].[O:32]1[CH2:33][CH2:34][CH2:35][CH2:36]1.[OH2:39]>>[CH3:1][CH2:2][O:3][C:4](=[O:5])[CH:6]=[C:21]1[c:20]2[cH:19][c:18]([Cl:17])[cH:27][cH:26][c:25]2[O:24][C:23]2([CH2:22]1)[CH2:28][CH2:29][CH2:30]2.